Dataset: the Open Reaction Database (ORD), a public repository of structured organic reaction records. Task: describe an organic reaction: reactants, conditions, products, and yield Reactants: CC(=O)Cl, CCO, Cc1csc(N)c1C(=O)c1ccccc1Cl, O, c1ccncc1. Yields the product CC(=O)Nc1scc(C)c1C(=O)c1ccccc1Cl. RXN SMILES: [CH3:23][C:24]([Cl:25])=[O:26].[CH3:28][CH2:29][OH:30].[NH2:1][c:2]1[s:3][cH:4][c:5]([CH3:16])[c:6]1[C:7]([c:8]1[c:9]([Cl:14])[cH:10][cH:11][cH:12][cH:13]1)=[O:15].[OH2:27].[cH:17]1[cH:18][cH:19][n:20][cH:21][cH:22]1>>[NH:1]([c:2]1[s:3][cH:4][c:5]([CH3:16])[c:6]1[C:7]([c:8]1[c:9]([Cl:14])[cH:10][cH:11][cH:12][cH:13]1)=[O:15])[C:24]([CH3:23])=[O:26].